This data is from the Open Reaction Database (ORD), a public repository of structured organic reaction records. The task is: describe an organic reaction: reactants, conditions, products, and yield Reactants: C(C)C=1SC(=C(N1)C)C(=O)O (2-ethyl-4methylthiazole-5carboxylic acid), C(=O)(Cl)Cl (phosgene). Run in C1(=CC=CC=C1)C (toluene). Yields the product C(C)C=1SC(=C(N1)C)C(=O)Cl (2-ethyl-4-methylthiazole-5-carboxylic acid chloride). As a reaction SMILES: [CH2:1]([C:3]1[S:4][C:5]([C:9]([OH:11])=O)=[C:6]([CH3:8])[N:7]=1)[CH3:2].C(Cl)([Cl:14])=O>C1(C)C=CC=CC=1>[CH2:1]([C:3]1[S:4][C:5]([C:9]([Cl:14])=[O:11])=[C:6]([CH3:8])[N:7]=1)[CH3:2]. Reported procedure: In a similar apparatus to Example 1, 8.6 g (0.05 mole) of 2-ethyl-4methylthiazole-5carboxylic acid were suspended in 200 ml of toluene. Under heating and reflux, phosgene was blown at a rate of 350 ml/hr for 11 hours (0.17 mole). After completion of the reaction, the reaction mixture was filtered and the filtrate was concentrated to obtain 9.3 g of 2-ethyl-4-methylthiazole-5-carboxylic acid chloride. Its purity and yield were 94.5% and 97.5%, respectively. NMR (δCDCl 3/TMS, ppm):1.36(3H,t,J=8Hz)... Starting materials: C(O)([O-])=O.[Na+] (sodium hydrogencarbonate), COC1=CC(=NC=C1)C1=CC(=C(C=CC#N)C=C1)[N+](=O)[O-] (4-(4-methoxypyridin-2-yl)-2-nitrocinnamonitrile), O.O.[Sn](Cl)Cl (tin (II) chloride dihydrate), Cl (hydrochloric acid), Cl (hydrogen chloride). Solvent: C(C)(=O)OCC (ethyl acetate), C(C)O (ethanol), O1CCOCC1 (1,4-dioxane). The product is Cl.Cl.NC1=NC2=CC(=CC=C2C=C1)C1=NC=CC(=C1)OC (2-amino-7-(4-methoxypyridin-2-yl)-quinoline dihydrochloride). RXN SMILES: [CH3:1][O:2][C:3]1[CH:8]=[CH:7][N:6]=[C:5]([C:9]2[CH:18]=[CH:17][C:12]([CH:13]=[CH:14][C:15]#[N:16])=[C:11]([N+:19]([O-])=O)[CH:10]=2)[CH:4]=1.O.O.[Sn](Cl)[Cl:25].[ClH:27].C(=O)([O-])O.[Na+]>C(O)C.C(OCC)(=O)C.O1CCOCC1>[ClH:25].[ClH:27].[NH2:16][C:15]1[CH:14]=[CH:13][C:12]2[C:11](=[CH:10][C:9]([C:5]3[CH:4]=[C:3]([O:2][CH3:1])[CH:8]=[CH:7][N:6]=3)=[CH:18][CH:17]=2)[N:19]=1 |f:1.2.3,5.6,10.11.12|. Reported procedure: To a suspension of 4-(4-methoxypyridin-2-yl)-2-nitrocinnamonitrile (308 mg) in ethanol (30 ml) was added tin (II) chloride dihydrate (1.41 g), and the mixture was refluxed for 30 minutes. Then to the solution was added hydrochloric acid (12N, 5 ml), and the mixture was refluxed for 6 hours. After cooling, the reaction mixture was poured into a saturated aqueous sodium hydrogencarbonate solution and extracted with dichloromethane. The organic layer was washed with brine, dried over sodium sulfate...